describe an organic reaction: reactants, conditions, products, and yield From a dataset of the Open Reaction Database (ORD), a public repository of structured organic reaction records. Starting materials: CCN=C=NCCCN(C)C (EDCI), C(=O)(OC(C)(C)C)N(C)CC(=O)O (N-Boc-sarcosine), ClC1=CC=C(C=C1)C(N1CC(C1)=CS(=O)(=O)CC=1C=C(C=CC1)N1CCNCC1)C1=CC=C(C=C1)Cl (1-[3-({1-[bis-(4-chlorophenyl)methyl]azetidin-3-ylidene}methanesulfonylmethyl)phenyl]piperazine). Run in ClCCl (dichloromethane). Reaction conditions: time 20 hour. Product: C(C)(C)(C)OC(N(C)CC(=O)N1CCN(CC1)C1=CC(=CC=C1)CS(=O)(=O)C=C1CN(C1)C(C1=CC=C(C=C1)Cl)C1=CC=C(C=C1)Cl)=O ((2-{4-[3-({1-[bis-(4-chlorophenyl)methyl]azetidin-3-ylidene}methanesulfonylmethyl)phenyl]piperazin-1-yl}-2-oxoethyl)-N-methylcarbamic acid tert-butyl ester). Isolated yield 100.2%. Reaction SMILES: CCN=C=NCCCN(C)C.[C:12]([N:19]([CH2:21][C:22]([OH:24])=O)[CH3:20])([O:14][C:15]([CH3:18])([CH3:17])[CH3:16])=[O:13].[Cl:25][C:26]1[CH:31]=[CH:30][C:29]([CH:32]([C:54]2[CH:59]=[CH:58][C:57]([Cl:60])=[CH:56][CH:55]=2)[N:33]2[CH2:36][C:35](=[CH:37][S:38]([CH2:41][C:42]3[CH:43]=[C:44]([N:48]4[CH2:53][CH2:52][NH:51][CH2:50][CH2:49]4)[CH:45]=[CH:46][CH:47]=3)(=[O:40])=[O:39])[CH2:34]2)=[CH:28][CH:27]=1>ClCCl>[C:15]([O:14][C:12](=[O:13])[N:19]([CH2:21][C:22]([N:51]1[CH2:52][CH2:53][N:48]([C:44]2[CH:45]=[CH:46][CH:47]=[C:42]([CH2:41][S:38]([CH:37]=[C:35]3[CH2:34][N:33]([CH:32]([C:29]4[CH:28]=[CH:27][C:26]([Cl:25])=[CH:31][CH:30]=4)[C:54]4[CH:59]=[CH:58][C:57]([Cl:60])=[CH:56][CH:55]=4)[CH2:36]3)(=[O:39])=[O:40])[CH:43]=2)[CH2:49][CH2:50]1)=[O:24])[CH3:20])([CH3:16])([CH3:17])[CH3:18]. Procedure details: 1.02 g of supported EDCI (5 mM), 47.3 mg of N-Boc-sarcosine and then 10 cm3 of dichloromethane are successively added, at a temperature close to 20° C., to 108.5 mg of 1-[3-({1-[bis-(4-chlorophenyl)methyl]azetidin-3-ylidene}methanesulfonylmethyl)phenyl]piperazine. After stirring for 20 hours at a temperature close to 20° C., the reaction mixture is filtered on sintered glass. The resin is rinsed with three times 5 cm3 of dichloromethane. The combined filtrates are washed with 20 cm3 of water, dr... The reactants are C(=O)(O)C1=NN(C2=C3C(=CC=C12)C=CC=C3)C3C=CC(=CC3)S(=O)(=O)N (4,5-Dihydro-4- [3-(carboxy)-1H-benz[g]indazol-1-yl]benzenesulfonamide), C(C)(=O)OCC (ethyl acetate). Run at temperature 295 celsius. Yields the product COC=1C=CC=2C(=CC=C3C=NN(C23)C2=CC=C(C=C2)S(=O)(=O)N)C1 (4-[7-methoxy-1H-benz[g]indazol-1-yl]benzenesulfonamide). Yield: 20.0%. Reaction SMILES: C([C:4]1[C:12]2[C:7](=[C:8]3[CH:16]=[CH:15][CH:14]=[CH:13][C:9]3=[CH:10][CH:11]=2)[N:6]([CH:17]2[CH2:22][CH:21]=[C:20]([S:23]([NH2:26])(=[O:25])=[O:24])[CH:19]=[CH:18]2)[N:5]=1)(O)=O.[C:27](OCC)(=[O:29])C>>[CH3:27][O:29][C:14]1[CH:15]=[CH:16][C:8]2[C:9]([CH:13]=1)=[CH:10][CH:11]=[C:12]1[C:7]=2[N:6]([C:17]2[CH:22]=[CH:21][C:20]([S:23]([NH2:26])(=[O:24])=[O:25])=[CH:19][CH:18]=2)[N:5]=[CH:4]1. Reported procedure: 4,5-Dihydro-4- [3-(carboxy)-1H-benz[g]indazol-1-yl]benzenesulfonamide from Step 3 (1.00 g, 2.5 mmol) was placed in a round bottomed flask and heated to 295° C. for 0.5 hour. The residue was dissolved in a small amount of ethyl acetate and purified by flash chromatography, eluting with 40% ethyl acetate in hexane to give 4-[7-methoxy-1H-benz[g]indazol-1-yl]benzenesulfonamide as a white solid (200 mg, 20%): 1H NMR (CD3OD): 8.28 (1H, s), 8.18 (2H, d, J=8.66 Hz), 7.81 (1H, s), 7.77 (2H, d, J=8.66 Hz... Reactants: [OH-].[Na+] (sodium hydroxide), 13.2, FC1=C(C=C(C=C1)CN1C=NC=C1)[N+](=O)[O-] (1-[(4-fluoro-3-nitrophenyl)methyl]-1H-imidazole), N1=CC=C(C=C1)CN (4-pyridinemethanamine). Solvent: C(C)O (ethanol). Reaction conditions: temperature 60 celsius, time 6 hour. The product is 10.7, N1(C=NC=C1)CC=1C=CC2=C(N(C(=N2)C2=CC=NC=C2)O)C1 (6-(1H-imidazol-1-ylmethyl)-2-(4-pyridinyl)-1H-benzimidazol-1-ol). The yield is 61.0%. As a reaction SMILES: F[C:2]1[CH:7]=[CH:6][C:5]([CH2:8][N:9]2[CH:13]=[CH:12][N:11]=[CH:10]2)=[CH:4][C:3]=1[N+:14]([O-:16])=O.[N:17]1[CH:22]=[CH:21][C:20]([CH2:23][NH2:24])=[CH:19][CH:18]=1.[OH-].[Na+]>C(O)C>[N:9]1([CH2:8][C:5]2[CH:6]=[CH:7][C:2]3[N:24]=[C:23]([C:20]4[CH:21]=[CH:22][N:17]=[CH:18][CH:19]=4)[N:14]([OH:16])[C:3]=3[CH:4]=2)[CH:13]=[CH:12][N:11]=[CH:10]1 |f:2.3|. Reported procedure: A mixture of 13.2 parts of 1-[(4-fluoro-3-nitrophenyl)methyl]-1H-imidazole, 13 parts of 4-pyridinemethanamine and 80 parts of ethanol was stirred for 6 hours at 60° C. 14.5 Parts of sodium hydroxide were added and the whole was stirred for 30 minutes at 60° C. The reaction mixture was evaporated. The residue was dissolved in 100 parts of water. Hydrochloric acid was added dropwise till a pH between 6 and 7 was reached. The product was filtered off, washed with water and 2-propanol and crystalliz... As a reaction SMILES: FC(F)(F)S([O-])(=O)=O.[CH2:9]([C@@:12]1([CH3:37])[CH2:17][C@H:16]([C:18]2[CH:23]=[CH:22][CH:21]=[C:20]([Cl:24])[CH:19]=2)[C@@H:15]([C:25]2[CH:30]=[CH:29][C:28]([Cl:31])=[CH:27][CH:26]=2)[N+:14]2[C@@H:32]([CH2:35][CH3:36])[CH2:33][O:34][C:13]1=2)[CH:10]=[CH2:11].[CH2:38]([S-:40])[CH3:39].[Na+]>CN(C=O)C>[CH2:9]([C@@:12]1([CH3:37])[CH2:17][C@H:16]([C:18]2[CH:23]=[CH:22][CH:21]=[C:20]([Cl:24])[CH:19]=2)[C@@H:15]([C:25]2[CH:30]=[CH:29][C:28]([Cl:31])=[CH:27][CH:26]=2)[N:14]([C@@H:32]([CH2:35][CH3:36])[CH2:33][S:40][CH2:38][CH3:39])[C:13]1=[O:34])[CH:10]=[CH2:11] |f:0.1,2.3|. Procedure details: To a solution of (3S,5S,6R,8S)-8-allyl-6-(3-chlorophenyl)-5-(4-chlorophenyl)-3-ethyl-8-methyl-2,3,5,6,7,8-hexahydrooxazolo[3,2-a]pyridin-4-ium trifluoromethanesulfonate (86 mg, 0.15 mmol; Example 339, Step A) in DMF (0.74 ml) was added sodium ethanethiolate (38 mg, 0.45 mmol). After being stirred at 25° C. for 1.5 h, the reaction was quenched (sat. aq. NH4Cl), extracted (2×EtOAc), and washed (2× brine). The combined organic layers were dried over Na2SO4, filtered and the filtrate was concentrate... Starting materials: FC(S(=O)(=O)[O-])(F)F.C(C=C)[C@@]1(C2=[N+]([C@@H]([C@H](C1)C1=CC(=CC=C1)Cl)C1=CC=C(C=C1)Cl)[C@H](CO2)CC)C ((3S,5S,6R,8S)-8-allyl-6-(3-chlorophenyl)-5-(4-chlorophenyl)-3-ethyl-8-methyl-2,3,5,6,7,8-hexahydrooxazolo[3,2-a]pyridin-4-ium trifluoromethanesulfonate), C(C)[S-].[Na+] (sodium ethanethiolate). Run at temperature 25 celsius, time 1.5 hour. The product is C(C=C)[C@@]1(C(N([C@@H]([C@H](C1)C1=CC(=CC=C1)Cl)C1=CC=C(C=C1)Cl)[C@H](CSCC)CC)=O)C ((3S,5R,6S)-3-Allyl-5-(3-chlorophenyl)-6-(4-chlorophenyl)-1-((S)-1-(ethylthio)butan-2-yl)-3-methylpiperidin-2-one). The solvent is CN(C)C=O (DMF). Starting materials: CCCCCCCCc1ccc(N)cc1, CC#N, [K+], [K+], O=C([O-])[O-]. The product is CCCCCCCCc1ccc(NCC#N)cc1. As a reaction SMILES: [CH2:1]([CH2:2][CH2:3][CH2:4][CH2:5][CH2:6][CH2:7][CH3:8])[c:9]1[cH:10][cH:11][c:12]([NH2:13])[cH:14][cH:15]1.[CH3:22][C:23]#[N:24].[K+:16].[K+:17].[O-:18][C:19]([O-:20])=[O:21]>>[CH2:1]([CH2:2][CH2:3][CH2:4][CH2:5][CH2:6][CH2:7][CH3:8])[c:9]1[cH:10][cH:11][c:12]([NH:13][CH2:22][C:23]#[N:24])[cH:14][cH:15]1. The reactants are BrC1=C(C(=O)O)C=CC=C1 (2-bromobenzoic acid), C(=O)=O.CC(=O)C (CO2 acetone), C(CCC)[Li] (n-butyl lithium), Aldehyde, VI, O1CCCC1 (tetrahydrofuran), O1CCCC1 (tetrahydrofuran), [Cl-].[NH4+] (ammonium chloride). Run at time 1 hour. Product: NC1=CC=C(C=C1)CC(O)C1=C(C(=O)O)C=CC=C1 (2-(4-Aminophenyl-1-hydroxyethyl]-benzoic acid). Reaction SMILES: Br[C:2]1[CH:10]=[CH:9][CH:8]=[CH:7][C:3]=1[C:4]([OH:6])=[O:5].C(=O)=O.CC(C)=O.[CH2:18]([Li])[CH2:19][CH2:20][CH3:21].[Cl-].[NH4+:24].[O:25]1[CH2:29][CH2:28][CH2:27][CH2:26]1>>[NH2:24][C:19]1[CH:20]=[CH:21][C:27]([CH2:28][CH:29]([C:2]2[CH:10]=[CH:9][CH:8]=[CH:7][C:3]=2[C:4]([OH:6])=[O:5])[OH:25])=[CH:26][CH:18]=1 |f:1.2,4.5|. Reported procedure: In another preparation, 2-bromobenzoic acid (957 mg, 4.8 mmol) was dissolved in 20 ml of tetrahydrofuran and cooled to -78° degrees C. (CO2 /acetone), n-butyl lithium (n-BuLi; 5.8 mM, 1.6M in hexanes, 9.2 mmol) was added nd stirred for one hour. Aldehyde Compound VI, (1.9 g, 3.2 mmol) dissolved in 10 ml tetrahydrofuran cooled to -78° degrees C. was added Via cannula, and thereafter stirred for four hours at -78° degrees C. The reaction mixture was poured into saturated ammonium chloride followed...